describe an organic reaction: reactants, conditions, products, and yield From a dataset of the Open Reaction Database (ORD), a public repository of structured organic reaction records. Starting materials: CS(=O)(=O)OC[C@@H]1C=2C3=C(N=CN=C3SC2CC1)OC1CCC(CC1)N1CC2(COC2)C1 ([(3S)-12-[(4-[2-oxa-6-azaspiro[3.3]heptan-6-yl]cyclohexyl)oxy]-7-thia-9,11-diazatricyclo[6.4.0.0[2,6]]dodeca-1(12),2(6),8,10-tetraen-3-yl]methyl methanesulfonate), [C-]#N.[Na+] (NaCN). The solvent is CS(=O)C (DMSO). Yields the product C1OCC12CN(C2)C2CCC(CC2)OC=2N=CN=C1SC=3CC[C@@H](C3C21)CC#N (2-[(3R)-12-[(4-[2-oxa-6-azaspiro[3.3]heptan-6-yl]cyclohexyl)oxy]-7-thia-9,11-diazatricyclo[6.4.0.0[2,6]]dodeca-1(12),2(6),8,10-tetraen-3-yl]acetonitrile). The yield is 65.6%. As a reaction SMILES: CS(O[CH2:6][C@H:7]1[CH2:18][CH2:17][C:16]2[S:15][C:14]3[C:9](=[C:10]([O:19][CH:20]4[CH2:25][CH2:24][CH:23]([N:26]5[CH2:32][C:28]6([CH2:31][O:30][CH2:29]6)[CH2:27]5)[CH2:22][CH2:21]4)[N:11]=[CH:12][N:13]=3)[C:8]1=2)(=O)=O.[C-:33]#[N:34].[Na+]>CS(C)=O>[CH2:31]1[C:28]2([CH2:27][N:26]([CH:23]3[CH2:24][CH2:25][CH:20]([O:19][C:10]4[N:11]=[CH:12][N:13]=[C:14]5[C:9]=4[C:8]4[C@@H:7]([CH2:6][C:33]#[N:34])[CH2:18][CH2:17][C:16]=4[S:15]5)[CH2:21][CH2:22]3)[CH2:32]2)[CH2:29][O:30]1 |f:1.2|. Procedure: A solution of [(3S)-12-[(4-[2-oxa-6-azaspiro[3.3]heptan-6-yl]cyclohexyl)oxy]-7-thia-9,11-diazatricyclo[6.4.0.0[2,6]]dodeca-1(12),2(6),8,10-tetraen-3-yl]methyl methanesulfonate (250 mg, 0.52 mmol, 1.00 equiv) and NaCN (153 mg, 3.12 mmol, 5.99 equiv) in DMSO (10 mL) was stirred for 3 h at 60° C. After cooling, the reaction was quenched by the addition of 30 mL of saturated aqueous sodium bicarbonate and extracted with 3×50 mL of ethyl acetate. The combined organic layers combined were washed with ...